Dataset: the Open Reaction Database (ORD), a public repository of structured organic reaction records. Task: describe an organic reaction: reactants, conditions, products, and yield Reactants: FC1=C(C=C(C=C1)B1OCCO1)C(F)(F)F (2-(4-fluoro-3-(trifluoromethyl)phenyl)-1,3,2-dioxaborolane), BrC(=C)C(F)(F)F (2-bromo-3,3,3-trifluoroprop-1-ene), C(=O)([O-])[O-].[K+].[K+] (K2CO3). The reagents and catalysts are Cl[Pd]([P](C1=CC=CC=C1)(C2=CC=CC=C2)C3=CC=CC=C3)([P](C4=CC=CC=C4)(C5=CC=CC=C5)C6=CC=CC=C6)Cl (Pd(Ph3P)2Cl2). Solvent: C1CCOC1 (THF), O (H2O), O (water). Run at temperature 70 celsius. The product is FC1=C(C=C(C=C1)C(=C)C(F)(F)F)C(F)(F)F (1-fluoro-2-(trifluoromethyl)-4-(3,3,3-trifluoroprop-1-en-2-yl)benzene). Isolated yield 23.2%. RXN SMILES: [F:1][C:2]1[CH:7]=[CH:6][C:5](B2OCCO2)=[CH:4][C:3]=1[C:13]([F:16])([F:15])[F:14].Br[C:18]([C:20]([F:23])([F:22])[F:21])=[CH2:19].C([O-])([O-])=O.[K+].[K+]>C1COCC1.O.Cl[Pd](Cl)([P](C1C=CC=CC=1)(C1C=CC=CC=1)C1C=CC=CC=1)[P](C1C=CC=CC=1)(C1C=CC=CC=1)C1C=CC=CC=1>[F:1][C:2]1[CH:7]=[CH:6][C:5]([C:18]([C:20]([F:23])([F:22])[F:21])=[CH2:19])=[CH:4][C:3]=1[C:13]([F:14])([F:15])[F:16] |f:2.3.4,^1:38,57|. Procedure: The mixture of 2-(4-fluoro-3-(trifluoromethyl)phenyl)-1,3,2-dioxaborolane (2.34 g, 10 mmol), 2-bromo-3,3,3-trifluoroprop-1-ene (2.10 g, 12 mmol), Pd(Ph3P)2Cl2 (0.281 g, 0.4 mmol) and K2CO3 (2.76 g, 20 mmol) in THF (30 mL) and H2O (15 mL) was heated at 70° C. overnight. Then the reaction mixture was cooled down to rt, added water and extracted with ethyl acetate, washed with brine, dried with Na2SO4, concentrated to dryness to afford the crude product. It was further purified by column chromatogr... Starting materials: OC=1C=C(C(=O)O)C=CC1O (3,4-dihydroxybenzoic acid), C(C1=CC=CC=C1)Cl (benzyl chloride), Cl (hydrochloric acid). Solvent: C(C)O (ethanol), [OH-].[Na+] (NaOH). Run at time 6 hour. Yields the product C(C1=CC=CC=C1)OC=1C=C(C(=O)O)C=CC1OCC1=CC=CC=C1 (3,4-dibenzyloxybenzoic acid). Isolated yield 138.6%. Reaction SMILES: [OH:1][C:2]1[CH:3]=[C:4]([CH:8]=[CH:9][C:10]=1[OH:11])[C:5]([OH:7])=[O:6].[CH2:12](Cl)[C:13]1[CH:18]=[CH:17][CH:16]=[CH:15][CH:14]=1.Cl>C(O)C.[OH-].[Na+]>[CH2:12]([O:1][C:2]1[CH:3]=[C:4]([CH:8]=[CH:9][C:10]=1[O:11][CH2:5][C:4]1[CH:8]=[CH:9][CH:10]=[CH:2][CH:3]=1)[C:5]([OH:7])=[O:6])[C:13]1[CH:18]=[CH:17][CH:16]=[CH:15][CH:14]=1 |f:4.5|. Procedure: To a suspension of 3,4-dihydroxybenzoic acid (25.4 g, 0.17 mle) in ethanol (250 ml), 5N NaOH aq. (270 ml) and benzyl chloride (102 g, 0.81 mole) were added. The resulting mixture was reacted with stirring for 6 hours under reflux. The reaction mixture was cooled to room temperature, allowed to stand at same temperature overnight and acidified with conc. hydrochloric acid (40 ml). The precipitate was filtered, washed with hot ethanol and dried under reduced pressure to give 38.2 g of 3,4-dibenzyl...